Task: describe an organic reaction: reactants, conditions, products, and yield. Dataset: the Open Reaction Database (ORD), a public repository of structured organic reaction records As a reaction SMILES: Cl[C:2]1[C:11]2[C:6](=[CH:7][C:8]([O:12][CH3:13])=[CH:9][CH:10]=2)[CH:5]=[C:4]([NH:14][C:15]2[CH:19]=[C:18]([CH3:20])[NH:17][N:16]=2)[N:3]=1.[CH:21](B1OC(C)(C)C(C)(C)O1)=[CH2:22]>>[CH2:21]([C:2]1[C:11]2[C:6](=[CH:7][C:8]([O:12][CH3:13])=[CH:9][CH:10]=2)[CH:5]=[C:4]([NH:14][C:15]2[CH:19]=[C:18]([CH3:20])[NH:17][N:16]=2)[N:3]=1)[CH3:22]. Reactants: ClC1=NC(=CC2=CC(=CC=C12)OC)NC1=NNC(=C1)C ((1-Chloro-6-methoxy-isoquinolin-3-yl)-(5-methyl-1H-pyrazol-3-yl)-amine), C(=C)B1OC(C)(C)C(C)(C)O1 (ethenylboronic acid pinacol ester). The product is C(C)C1=NC(=CC2=CC(=CC=C12)OC)NC1=NNC(=C1)C ((1-Ethyl-6-methoxy-isoquinolin-3-yl)-(5-methyl-1H-pyrazol-3-yl)-amine). Procedure: Similar procedure as described in example 330 was used, starting (1-Chloro-6-methoxy-isoquinolin-3-yl)-(5-methyl-1H-pyrazol-3-yl)-amine and ethenylboronic acid pinacol ester to give (1-Ethyl-6-methoxy-isoquinolin-3-yl)-(5-methyl-1H-pyrazol-3-yl)-amine. LC-MS m/e 283(MH+). Starting materials: CC(C)(C)OC(=O)N1CCNCC1CO, CCSC1=NC(=O)C(=Cc2ccc3c(cnn3Cc3ccc(OC)cc3C(F)(F)F)c2)S1. The product is COc1ccc(Cn2ncc3cc(C=C4SC(N5CCN(C(=O)OC(C)(C)C)C(CO)C5)=NC4=O)ccc32)c(C(F)(F)F)c1. As a reaction SMILES: [C:33]([CH3:34])([CH3:35])([CH3:36])[O:37][C:38](=[O:39])[N:40]1[CH:41]([CH2:46][OH:47])[CH2:42][NH:43][CH2:44][CH2:45]1.[CH2:1]([S:2][C:4]1=[N:8][C:7](=[O:9])[C:6](=[CH:10][c:11]2[cH:12][c:13]3[cH:14][n:15][n:16]([CH2:20][c:21]4[c:22]([C:29]([F:30])([F:31])[F:32])[cH:23][c:24]([O:27][CH3:28])[cH:25][cH:26]4)[c:17]3[cH:18][cH:19]2)[S:5]1)[CH3:3]>>[C:4]1([N:43]2[CH2:42][CH:41]([CH2:46][OH:47])[N:40]([C:38]([O:37][C:33]([CH3:34])([CH3:35])[CH3:36])=[O:39])[CH2:45][CH2:44]2)=[N:8][C:7](=[O:9])[C:6](=[CH:10][c:11]2[cH:12][c:13]3[cH:14][n:15][n:16]([CH2:20][c:21]4[c:22]([C:29]([F:30])([F:31])[F:32])[cH:23][c:24]([O:27][CH3:28])[cH:25][cH:26]4)[c:17]3[cH:18][cH:19]2)[S:5]1. Reactants: BrB(Br)Br, ClCCl, COc1cc2c(C)cccc2cc1C(C)C, O. Yields the product Cc1cccc2cc(C(C)C)c(O)cc12. RXN SMILES: [B:17]([Br:18])([Br:19])[Br:20].[CH2:22]([Cl:23])[Cl:24].[CH:1]([CH3:2])([CH3:3])[c:4]1[cH:5][c:6]2[cH:7][cH:8][cH:9][c:10]([CH3:16])[c:11]2[cH:12][c:13]1[O:14][CH3:15].[OH2:21]>>[CH:1]([CH3:2])([CH3:3])[c:4]1[cH:5][c:6]2[cH:7][cH:8][cH:9][c:10]([CH3:16])[c:11]2[cH:12][c:13]1[OH:14]. Starting materials: ClCC[C@@H]1CC[Si@H](CC1)CCC=CCC (trans-1-(2-chloroethyl)-4-(3-hexenyl)-4-silacyclohexane), [Mg] (magnesium), BrC1=CC=C(C=C1)C=1C(=CC=CC1)C1=CC(=C(C=C1)F)F (4-bromo-3",4"-difluoroterphenyl). Reagents/catalysts: [Pd].C1(=CC=CC=C1)P(C1=CC=CC=C1)C1=CC=CC=C1.C1(=CC=CC=C1)P(C1=CC=CC=C1)C1=CC=CC=C1.C1(=CC=CC=C1)P(C1=CC=CC=C1)C1=CC=CC=C1.C1(=CC=CC=C1)P(C1=CC=CC=C1)C1=CC=CC=C1 (tetrakis (triphenylphosphine) palladium (0)). The solvent is C1CCOC1 (THF), C1CCOC1 (THF). Yields the product C(CC=CCC)[Si@@H]1CC[C@H](CC1)CCC1=CC=C(C=C1)C1=CC=C(C=C1)C1=CC(=C(C=C1)F)F (4-(2-(trans-(4-(3-hexenyl)-4-silacyclohexyl))ethyl)-4'-(3,4-difluorophenyl)biphenyl). The yield is 166.9%. Reaction SMILES: Cl[CH2:2][CH2:3][C@H:4]1[CH2:9][CH2:8][Si@H:7]([CH2:10][CH2:11][CH:12]=[CH:13][CH2:14][CH3:15])[CH2:6][CH2:5]1.[Mg].BrC1C=CC([C:24]2[C:25]([C:30]3[CH:35]=[CH:34][C:33]([F:36])=[C:32]([F:37])[CH:31]=3)=[CH:26][CH:27]=[CH:28][CH:29]=2)=CC=1>[Pd].C1(P(C2C=CC=CC=2)C2C=CC=CC=2)C=CC=CC=1.C1(P(C2C=CC=CC=2)C2C=CC=CC=2)C=CC=CC=1.C1(P(C2C=CC=CC=2)C2C=CC=CC=2)C=CC=CC=1.C1(P(C2C=CC=CC=2)C2C=CC=CC=2)C=CC=CC=1.C1COCC1>[CH2:10]([Si@H:7]1[CH2:8][CH2:9][C@H:4]([CH2:3][CH2:2][C:24]2[CH:25]=[CH:26][C:27]([C:28]3[CH:29]=[CH:24][C:25]([C:30]4[CH:35]=[CH:34][C:33]([F:36])=[C:32]([F:37])[CH:31]=4)=[CH:26][CH:27]=3)=[CH:28][CH:29]=2)[CH2:5][CH2:6]1)[CH2:11][CH:12]=[CH:13][CH2:14][CH3:15] |f:3.4.5.6.7|. Reported procedure: 24.5 g (100 mmol) of trans-1-(2-chloroethyl)-4-(3-hexenyl)-4-silacyclohexane was dripped into a mixture of 2.4 g of magnesium (100 mmol) and 60 ml of THF to obtain a Grignard's reagent. This solution was then dripped into a 300 ml THF solution of 34.5 g of 4-bromo-3",4"-difluoroterphenyl and a catalytic amount of tetrakis (triphenylphosphine) palladium (0). After a conventional after treatment, the reaction mixture thus obtained was purified by means of chromatography to obtain 39.6 g (yield 87%... Starting materials: ClC=1C=C(C=NC1Cl)N (5,6-dichloropyridin-3-amine), O(C(=O)OC(C)(C)C)C(=O)OC(C)(C)C ((BOC)2O). Run in C1CCOC1 (THF). Reaction conditions: temperature 40 celsius. Product: ClC=1C=C(C=NC1Cl)NC(OC(C)(C)C)=O (tert-butyl 5,6-dichloropyridin-3-ylcarbamate). As a reaction SMILES: [Cl:1][C:2]1[CH:3]=[C:4]([NH2:9])[CH:5]=[N:6][C:7]=1[Cl:8].[O:10](C(OC(C)(C)C)=O)[C:11]([O:13][C:14]([CH3:17])([CH3:16])[CH3:15])=O>C1COCC1>[Cl:1][C:2]1[CH:3]=[C:4]([NH:9][C:11](=[O:10])[O:13][C:14]([CH3:17])([CH3:16])[CH3:15])[CH:5]=[N:6][C:7]=1[Cl:8]. Procedure: To a solution of 5,6-dichloropyridin-3-amine (commercially available) in THF (0.2 M) stirred at 0° C. was added (BOC)2O (1.2 eq). The reaction mixture was heated at 40° C. until full conversion as monitored by TLC. The reaction mixture was then concentrated. Flash chromatography (silica gel, 20-50% EtOAc in hexanes) of the elude afforded tert-butyl 5,6-dichloropyridin-3-ylcarbamate. Reactants: CSC1=CC=C(CCO)C=C1 (4-methylthiophenethyl alcohol), [H-].[Na+] (sodium hydride), O (water), ClCC(=O)O (chloroacetic acid). Solvent: CS(=O)C (dimethyl sulfoxide). Run at temperature 60 celsius, time 10 minute. Yields the product CSC1=CC=C(C=C1)CCOCC(=O)O (2-(4-methylthiophenyl)ethoxyacetic acid). The yield is 46.1%. RXN SMILES: [CH3:1][S:2][C:3]1[CH:11]=[CH:10][C:6]([CH2:7][CH2:8][OH:9])=[CH:5][CH:4]=1.[H-].[Na+].Cl[CH2:15][C:16]([OH:18])=[O:17].O>CS(C)=O>[CH3:1][S:2][C:3]1[CH:11]=[CH:10][C:6]([CH2:7][CH2:8][O:9][CH2:15][C:16]([OH:18])=[O:17])=[CH:5][CH:4]=1 |f:1.2|. Procedure: 6.27 g of 4-methylthiophenethyl alcohol in 100 ml of dimethyl sulfoxide were treated with 3.58 g of a 50% sodium hydride dispersion in mineral oil and the mixture was stirred at 60° C. for 10 minutes. 3.53 g of chloroacetic acid were added and the heating was continued at 80° C. for 3 hours while stirring. The mixture was cooled, poured into water and washed with ethyl acetate. The aqueous phase was acidified to pH 1 with concentrated hydrochloric acid and extracted with ethyl acetate. The organ... Reactants: CC1CCC(c2ccccc2Br)n2cncc21, O=C([O-])[O-], COCCOC, [Na+], [Na+], OB(O)c1ccccc1, c1ccc(P(c2ccccc2)(c2ccccc2)[Pd](P(c2ccccc2)(c2ccccc2)c2ccccc2)(P(c2ccccc2)(c2ccccc2)c2ccccc2)P(c2ccccc2)(c2ccccc2)c2ccccc2)cc1. Reaction SMILES: [Br:1][c:2]1[c:3]([CH:8]2[CH2:9][CH2:10][CH:11]([CH3:17])[c:12]3[n:13]2[cH:14][n:15][cH:16]3)[cH:4][cH:5][cH:6][cH:7]1.[C:27](=[O:28])([O-:29])[O-:30].[CH3:33][O:34][CH2:35][CH2:36][O:37][CH3:38].[Na+:31].[Na+:32].[OH:18][B:19]([OH:20])[c:21]1[cH:22][cH:23][cH:24][cH:25][cH:26]1.[cH:39]1[cH:40][cH:41][c:42]([P:43]([Pd:44]([P:45]([c:46]2[cH:47][cH:48][cH:49][cH:50][cH:51]2)([c:52]2[cH:53][cH:54][cH:55][cH:56][cH:57]2)[c:58]2[cH:59][cH:60][cH:61][cH:62][cH:63]2)([P:64]([c:65]2[cH:66][cH:67][cH:68][cH:69][cH:70]2)([c:71]2[cH:72][cH:73][cH:74][cH:75][cH:76]2)[c:77]2[cH:78][cH:79][cH:80][cH:81][cH:82]2)[P:83]([c:84]2[cH:85][cH:86][cH:87][cH:88][cH:89]2)([c:90]2[cH:91][cH:92][cH:93][cH:94][cH:95]2)[c:96]2[cH:97][cH:98][cH:99][cH:100][cH:101]2)([c:102]2[cH:103][cH:104][cH:105][cH:106][cH:107]2)[c:108]2[cH:109][cH:110][cH:111][cH:112][cH:113]2)[cH:114][cH:115]1>>[c:2]1(-[c:21]2[cH:22][cH:23][cH:24][cH:25][cH:26]2)[c:3]([CH:8]2[CH2:9][CH2:10][CH:11]([CH3:17])[c:12]3[n:13]2[cH:14][n:15][cH:16]3)[cH:4][cH:5][cH:6][cH:7]1. Yields the product CC1CCC(c2ccccc2-c2ccccc2)n2cncc21. Starting materials: O (water), C1(CCCC1)N1CCN(CC1)C1=NC=CC(=N1)N (2-(4-cyclopentyl-piperazin-1-yl)-pyrimidin-4-ylamine), C1(CCCC1)C(=O)Cl (cyclopentylcarbonyl chloride), CC(C)([O-])C.[K+] (potassium t-butoxide). Solvent: CO (methanol), C1CCOC1 (THF). Reaction conditions: time 16 hour. Product: C1(CCCC1)N1CCN(CC1)C1=NC=CC(=N1)NC(=O)C1CCCC1 (Cyclopentanecarboxylic acid [2-(4-cyclopentyl-piperazin-1-yl)-pyrimidin-4-yl]-amide). The yield is 21.8%. Reaction SMILES: [CH:1]1([N:6]2[CH2:11][CH2:10][N:9]([C:12]3[N:17]=[C:16]([NH2:18])[CH:15]=[CH:14][N:13]=3)[CH2:8][CH2:7]2)[CH2:5][CH2:4][CH2:3][CH2:2]1.[CH:19]1([C:24](Cl)=[O:25])[CH2:23][CH2:22][CH2:21][CH2:20]1.CC(C)([O-])C.[K+].O>C1COCC1.CO>[CH:1]1([N:6]2[CH2:7][CH2:8][N:9]([C:12]3[N:17]=[C:16]([NH:18][C:24]([CH:19]4[CH2:23][CH2:22][CH2:21][CH2:20]4)=[O:25])[CH:15]=[CH:14][N:13]=3)[CH2:10][CH2:11]2)[CH2:2][CH2:3][CH2:4][CH2:5]1 |f:2.3|. Procedure details: A mixture of 10 mg (0.04 mmol) 2-(4-cyclopentyl-piperazin-1-yl)-pyrimidin-4-ylamine, 10.8 mg (0.082 mmol) cyclopentylcarbonyl chloride and 13.5 mg (0.12 mmol) potassium t-butoxide in 0.7 mL THF was shaken at room temperature for 16 h. The mixture was treated with water and methanol and subjected to preparative HPLC purification on reversed phase eluting with a gradient of acetonitrile/water (0.05% triethylamine). The combined product fractions were evaporated to dryness to yield 3 mg (21%) of th... Reactants: NC1=C(C(=O)O)C=C(C(=C1)F)Br (2-amino-5-bromo-4-fluorobenzoic acid), [N+](=O)([O-])[O-].[Na+] (sodium nitrate), Cl (hydrochloric acid), ice-salt, Cl (hydrochloric acid). Reagents/catalysts: [Cu](Cl)Cl (copper chloride). Solvent: O (water), O (Water), O1CCOCC1 (1,4-dioxane). Run at temperature 0 celsius, time 2 hour. Product: BrC=1C(=CC(=C(C(=O)O)C1)Cl)F (5-bromo-2-chloro-4-fluorobenzoic acid). Isolated yield 92.0%. As a reaction SMILES: N[C:2]1[CH:10]=[C:9]([F:11])[C:8]([Br:12])=[CH:7][C:3]=1[C:4]([OH:6])=[O:5].[N+]([O-])([O-])=O.[Na+].[ClH:18]>O.O1CCOCC1.[Cu](Cl)Cl>[Br:12][C:8]1[C:9]([F:11])=[CH:10][C:2]([Cl:18])=[C:3]([CH:7]=1)[C:4]([OH:6])=[O:5] |f:1.2|. Reported procedure: To a solution of 2-amino-5-bromo-4-fluorobenzoic acid (14.5 g, 62.2 mmol) in concentrated hydrochloric acid (30 mL) at 0° C. was added dropwise a solution of sodium nitrate (4.72 g, 68.4 mmol) in water (15 mL). The mixture was stirred at 0° C. for 2 hours, then diluted with 1,4-dioxane (40 mL) and added dropwise to a solution of copper chloride (7.4 g, 74.4 mmol) in concentrated hydrochloric acid (25 mL) under mechanical stirring while the reaction temperature was kept below 7° C. (ice-salt bath... Reactants: BrCc1ccccc1, [K+], [K+], O=C([O-])[O-], CN(C)C=O, CCOC(=O)c1nc2n(c(=O)c1O)CCOCC2(C)C. Product: CCOC(=O)c1nc2n(c(=O)c1OCc1ccccc1)CCOCC2(C)C. Reaction SMILES: [Br:21][CH2:22][c:23]1[cH:24][cH:25][cH:26][cH:27][cH:28]1.[K+:29].[K+:30].[O-:31][C:32]([O-:33])=[O:34].[O:35]=[CH:36][N:37]([CH3:38])[CH3:39].[OH:1][c:2]1[c:3]([C:16](=[O:17])[O:18][CH2:19][CH3:20])[n:4][c:5]2[n:6]([c:14]1=[O:15])[CH2:7][CH2:8][O:9][CH2:10][C:11]2([CH3:12])[CH3:13]>>[O:1]([c:2]1[c:3]([C:16](=[O:17])[O:18][CH2:19][CH3:20])[n:4][c:5]2[n:6]([c:14]1=[O:15])[CH2:7][CH2:8][O:9][CH2:10][C:11]2([CH3:12])[CH3:13])[CH2:22][c:23]1[cH:24][cH:25][cH:26][cH:27][cH:28]1.